This data is from the Open Reaction Database (ORD), a public repository of structured organic reaction records. The task is: describe an organic reaction: reactants, conditions, products, and yield The reactants are C(CCCCCCCCCCCC)(=O)O (tridecanoic acid), S(=O)(Cl)Cl (thionyl chloride). Run in C1=CC=CC=C1 (benzene). The product is C(CCCCCCCCCCCC)(=O)Cl (tridecanoyl chloride). As a reaction SMILES: [C:1]([OH:15])(=O)[CH2:2][CH2:3][CH2:4][CH2:5][CH2:6][CH2:7][CH2:8][CH2:9][CH2:10][CH2:11][CH2:12][CH3:13].S(Cl)([Cl:18])=O>C1C=CC=CC=1>[C:1]([Cl:18])(=[O:15])[CH2:2][CH2:3][CH2:4][CH2:5][CH2:6][CH2:7][CH2:8][CH2:9][CH2:10][CH2:11][CH2:12][CH3:13]. Reported procedure: To a benzene solution containing 5.0 g (0.023 mol) of tridecanoic acid was added 25 g of thionyl chloride, followed by refluxing for 5 hours. The excess of thionyl chloride and benzene were removed by distillation to obtain tridecanoyl chloride. Reactants: CCOP(=O)(OCC)c1ccc(CCl)cc1, CS(C)=O, CCN(C(C)C)C(C)C, [Cl-], OC(c1ccc(C(F)(F)F)cc1)(c1ccc(C(F)(F)F)cc1)C1CCNCC1, O. Product: CCOP(=O)(OCC)c1ccc(CN2CCC(C(O)(c3ccc(C(F)(F)F)cc3)c3ccc(C(F)(F)F)cc3)CC2)cc1. RXN SMILES: [CH2:39]([CH3:40])[O:41][P:42](=[O:43])([O:44][CH2:45][CH3:46])[c:47]1[cH:48][cH:49][c:50]([CH2:53][Cl:54])[cH:51][cH:52]1.[CH3:55][S:56](=[O:57])[CH3:58].[CH:30]([N:31]([CH:32]([CH3:33])[CH3:34])[CH2:35][CH3:36])([CH3:37])[CH3:38].[Cl-:1].[F:2][C:3]([c:4]1[cH:5][cH:6][c:7]([C:10]([CH:11]2[CH2:12][CH2:13][NH:14][CH2:15][CH2:16]2)([OH:17])[c:18]2[cH:19][cH:20][c:21]([C:24]([F:25])([F:26])[F:27])[cH:22][cH:23]2)[cH:8][cH:9]1)([F:28])[F:29].[OH2:59]>>[F:2][C:3]([c:4]1[cH:5][cH:6][c:7]([C:10]([CH:11]2[CH2:12][CH2:13][N:14]([CH2:53][c:50]3[cH:49][cH:48][c:47]([P:42]([O:41][CH2:39][CH3:40])(=[O:43])[O:44][CH2:45][CH3:46])[cH:52][cH:51]3)[CH2:15][CH2:16]2)([OH:17])[c:18]2[cH:19][cH:20][c:21]([C:24]([F:25])([F:26])[F:27])[cH:22][cH:23]2)[cH:8][cH:9]1)([F:28])[F:29]. Starting materials: BrP(Br)Br, CCOCC, OCC#Cc1cccc(F)c1, c1ccncc1. The product is Fc1cccc(C#CCBr)c1. RXN SMILES: [Br:18][P:19]([Br:20])[Br:21].[CH3:22][CH2:23][O:24][CH2:25][CH3:26].[F:1][c:2]1[cH:3][c:4]([C:8]#[C:9][CH2:10][OH:11])[cH:5][cH:6][cH:7]1.[cH:12]1[cH:13][cH:14][n:15][cH:16][cH:17]1>>[F:1][c:2]1[cH:3][c:4]([C:8]#[C:9][CH2:10][Br:18])[cH:5][cH:6][cH:7]1.